This data is from the Open Reaction Database (ORD), a public repository of structured organic reaction records. The task is: describe an organic reaction: reactants, conditions, products, and yield The product is O=C(C(=O)N(Cc1ccccc1)Cc1ccccc1)c1c[nH]c2ccccc12. Reactants: c1ccc(CNCc2ccccc2)cc1, CC#N, O=C(Cl)C(=O)c1c[nH]c2ccccc12. As a reaction SMILES: [CH2:15]([c:16]1[cH:17][cH:18][cH:19][cH:20][cH:21]1)[NH:22][CH2:23][c:24]1[cH:25][cH:26][cH:27][cH:28][cH:29]1.[CH3:30][C:31]#[N:32].[nH:1]1[cH:2][c:3]([C:10]([C:11](=[O:12])[Cl:13])=[O:14])[c:4]2[cH:5][cH:6][cH:7][cH:8][c:9]12>>[nH:1]1[cH:2][c:3]([C:10]([C:11](=[O:12])[N:22]([CH2:15][c:16]2[cH:17][cH:18][cH:19][cH:20][cH:21]2)[CH2:23][c:24]2[cH:25][cH:26][cH:27][cH:28][cH:29]2)=[O:14])[c:4]2[cH:5][cH:6][cH:7][cH:8][c:9]12. Reactants: Cl (HCl), bis-hydrochloride, [Cl-].[Na+] (mono-sodium chloride salt), [OH-].[Na+] (Sodium hydroxide), aqueous solution, COC([C@@H](NC(C1=C(C=C(C=C1)NC(C1NCCNC1)(C(=O)OC(C)(C)C)C(=O)OC(C)(C)C)C1=CC=CC=C1)=O)CCSC)=O ([4-(di-tert-butoxycarbonylpiperazin-2 ylmethylamino)-2-phenylbenzoyl]methionine methyl ester). Solvent: O1CCOCC1 (dioxane), CCCCC (pentane), CO (methanol). Run at time 5 hour. The product is N1C(CNCC1)CNC1=CC(=C(C(=O)N[C@@H](CCSC)C(=O)O)C=C1)C1=CC=CC=C1 ([4-(2-piperazinylmethylamino)-2-phenylbenzoyl]methionine). Isolated yield 34.2%. Reaction SMILES: [OH-].[Na+].C[O:4][C:5](=[O:48])[C@H:6]([CH2:44][CH2:45][S:46][CH3:47])[NH:7][C:8](=[O:43])[C:9]1[CH:14]=[CH:13][C:12]([NH:15][C:16](C(OC(C)(C)C)=O)(C(OC(C)(C)C)=O)[CH:17]2[CH2:22][NH:21][CH2:20][CH2:19][NH:18]2)=[CH:11][C:10]=1[C:37]1[CH:42]=[CH:41][CH:40]=[CH:39][CH:38]=1.Cl.[Cl-].[Na+]>CO.CCCCC.O1CCOCC1>[NH:18]1[CH2:19][CH2:20][NH:21][CH2:22][CH:17]1[CH2:16][NH:15][C:12]1[CH:13]=[CH:14][C:9]([C:8]([NH:7][C@H:6]([C:5]([OH:48])=[O:4])[CH2:44][CH2:45][S:46][CH3:47])=[O:43])=[C:10]([C:37]2[CH:42]=[CH:41][CH:40]=[CH:39][CH:38]=2)[CH:11]=1 |f:0.1,4.5|. Procedure details: Sodium hydroxide (0.642 mL of a 0.979 M aqueous solution, 0.629 mmol) was added to a solution of the product of Example 286D (0.344 g, 0.524 mmol) in methanol (2 mL). After 5 hours the mixture was lyopholized, and the resulting white foam was treated with HCl (4.7 mL of a 4 M dioxane solution, 18.8 mmol). After 7 hours, pentane was added and the yellow precipitate was isolated by filtration to afford the desired compound (79.3 mg, 24%) as the bis-hydrochloride, mono-sodium chloride salt. The reactants are CC(C)(C)CC(=O)Cl, CC#N, Nc1nc2ccc(F)cn2c1C1CC1, c1ccncc1. Product: CC(C)(C)CC(=O)Nc1nc2ccc(F)cn2c1C1CC1. As a reaction SMILES: [C:1]([CH3:2])([CH3:3])([CH3:4])[CH2:5][C:6](=[O:7])[Cl:8].[CH3:29][C:30]#[N:31].[CH:9]1([c:12]2[c:13]([NH2:22])[n:14][c:15]3[n:16]2[cH:17][c:18]([F:21])[cH:19][cH:20]3)[CH2:10][CH2:11]1.[cH:23]1[cH:24][cH:25][n:26][cH:27][cH:28]1>>[C:1]([CH3:2])([CH3:3])([CH3:4])[CH2:5][C:6](=[O:7])[NH:22][c:13]1[c:12]([CH:9]2[CH2:10][CH2:11]2)[n:16]2[c:15]([n:14]1)[cH:20][cH:19][c:18]([F:21])[cH:17]2. Starting materials: C1(CC1)C(CC(=O)OC)C1=CC(=CC=C1)OCC=1SC(=C(N1)C1=CC=C(C=C1)C(F)(F)F)C1=C(C=CC(=C1)OC)F (methyl 3-cyclopropyl-3-(3-((5-(2-fluoro-5-methoxyphenyl)-4-(4-(trifluoromethyl)phenyl)thiazol-2-yl)methoxy)phenyl)propanoate), [OH-].[Na+] (sodium hydroxide), Cl (Hydrochloric acid). Solvent: C1CCOC1 (THF), CO (methanol). Conditions: temperature 50 celsius, time 1 hour. The product is C1(CC1)C(CC(=O)O)C1=CC(=CC=C1)OCC=1SC(=C(N1)C1=CC=C(C=C1)C(F)(F)F)C1=C(C=CC(=C1)OC)F (3-cyclopropyl-3-(3-((5-(2-fluoro-5-methoxyphenyl)-4-(4-(trifluoromethyl)phenyl)-1,3-thiazol-2-yl)methoxy)phenyl)propanoic acid). The yield is 85.4%. RXN SMILES: [CH:1]1([CH:4]([C:10]2[CH:15]=[CH:14][CH:13]=[C:12]([O:16][CH2:17][C:18]3[S:19][C:20]([C:33]4[CH:38]=[C:37]([O:39][CH3:40])[CH:36]=[CH:35][C:34]=4[F:41])=[C:21]([C:23]4[CH:28]=[CH:27][C:26]([C:29]([F:32])([F:31])[F:30])=[CH:25][CH:24]=4)[N:22]=3)[CH:11]=2)[CH2:5][C:6]([O:8]C)=[O:7])[CH2:3][CH2:2]1.[OH-].[Na+].Cl>C1COCC1.CO>[CH:1]1([CH:4]([C:10]2[CH:15]=[CH:14][CH:13]=[C:12]([O:16][CH2:17][C:18]3[S:19][C:20]([C:33]4[CH:38]=[C:37]([O:39][CH3:40])[CH:36]=[CH:35][C:34]=4[F:41])=[C:21]([C:23]4[CH:28]=[CH:27][C:26]([C:29]([F:30])([F:31])[F:32])=[CH:25][CH:24]=4)[N:22]=3)[CH:11]=2)[CH2:5][C:6]([OH:8])=[O:7])[CH2:3][CH2:2]1 |f:1.2|. Procedure details: To a solution of methyl 3-cyclopropyl-3-(3-((5-(2-fluoro-5-methoxyphenyl)-4-(4-(trifluoromethyl)phenyl)thiazol-2-yl)methoxy)phenyl)propanoate (120 mg) in THF (3.0 mL) and methanol (3.0 mL) was added 1N aqueous sodium hydroxide solution (3.0 mL), and the mixture was stirred at 50° C. for 1 hr. 1N Hydrochloric acid was added, and the reaction mixture was extracted with ethyl acetate. The extract was washed with saturated brine and dried over anhydrous sodium sulfate. The solvent was evaporated und...